describe an organic reaction: reactants, conditions, products, and yield From a dataset of the Open Reaction Database (ORD), a public repository of structured organic reaction records. RXN SMILES: [F:1][CH:2]([F:25])[C:3]1[N:8]=[C:7]([C:9]([F:12])([F:11])[F:10])[C:6]([C:13]([O:15][CH3:16])=[O:14])=[C:5]([NH:17][CH:18]([CH3:20])[CH3:19])[C:4]=1[C:21]([O:23][CH3:24])=[O:22].[OH-].[K+].Cl.[C:29]([O-])([O-])=O.[K+].[K+].C(I)C>CN(C=O)C.O>[F:25][CH:2]([F:1])[C:3]1[N:8]=[C:7]([C:9]([F:12])([F:10])[F:11])[C:6]([C:13]([O:15][CH3:16])=[O:14])=[C:5]([NH:17][CH:18]([CH3:20])[CH3:19])[C:4]=1[C:21]([O:23][CH2:24][CH3:29])=[O:22] |f:1.2,4.5.6|. The solvent is CN(C)C=O (DMF), O (H2O), O (H2O), O (water). Reported procedure: A mixture of 4.1 g (0.001 mol) of product of Example 76, 0.62 g (0.011 mol) of KOH and 5 ml of H2O overnight. The reaction mixture was poured into 250 ml of H2O containing 50 ml of concentrated HCl, extracted with ether, dried (mgSO4) and concentrated in vacuo to 3.76 g of yellow air. This oil, 152 g (0.011 mol) of K2CO3 and 0.88 ml (0.011 mol) of ethyl iodide in 30 ml of DMF was stirred at room temperature overnight. The reaction mixture was poured into water extracted with ether, drid (MgSO4) ... The product is FC(C1=C(C(=C(C(=N1)C(F)(F)F)C(=O)OC)NC(C)C)C(=O)OCC)F (5-Ethyl 3-methyl 6-(difluoromethyl)-4-(isopropylamino)-2-(trifluoromethyl)-3,5-pyridine-dicarboxylate). The reactants are C(=O)([O-])[O-].[K+].[K+] (K2CO3), C(C)I (ethyl iodide), Cl (HCl), FC(C1=C(C(=C(C(=N1)C(F)(F)F)C(=O)OC)NC(C)C)C(=O)OC)F (Dimethyl 6-(difluoromethyl)-4-(iso propylamino)-2-(trifluoromethyl)-3,5-pyridine-dicarboxylate), [OH-].[K+] (KOH). The yield is 775.4%. Reactants: TEA, S1C=NC=C1C1=CC=C(C=C1)CN(C[C@@H]([C@H](CC1=CC=CC=C1)NC([C@@H](NC(=O)OC)C(C)C)=O)O)N (1-[4-(thiazol-5-yl)-phenyl]-4(S)-hydroxy-2-amino-5(S)-N-(N-methoxycarbonyl-(L)-valyl)amino-6-phenyl-2-azahexane), COC(=O)N[C@@H](C(C)(C)C)C(=O)O (N-methoxycarbonyl-(L)-tert-leucine), C(CCl)Cl (EDC), C=1C=CC2=C(C1)N=NN2O (HOBT). The solvent is C(C)(=O)OCC (ethyl acetate), O (water), CN(C)C=O (DMF). Reaction conditions: time 15 minute. Product: S1C=NC=C1C1=CC=C(C=C1)CN(C[C@@H]([C@H](CC1=CC=CC=C1)NC([C@@H](NC(=O)OC)C(C)C)=O)O)NC([C@@H](NC(=O)OC)C(C)(C)C)=O (1-[4-(Thiazol-5-yl)-phenyl]-4(S)-hydroxy-2-N-(N-methoxycarbonyl-(L)-tert-leucyl)amino-5(S)-N-(N-methoxycarbonyl-(L)-valyl)amino-6-phenyl-2-azahexane). As a reaction SMILES: [CH3:1][O:2][C:3]([NH:5][C@H:6]([C:11]([OH:13])=O)[C:7]([CH3:10])([CH3:9])[CH3:8])=[O:4].C(Cl)CCl.C1C=CC2N(O)N=NC=2C=1.[S:28]1[C:32]([C:33]2[CH:38]=[CH:37][C:36]([CH2:39][N:40]([NH2:64])[CH2:41][C@H:42]([OH:63])[C@@H:43]([NH:51][C:52](=[O:62])[C@H:53]([CH:59]([CH3:61])[CH3:60])[NH:54][C:55]([O:57][CH3:58])=[O:56])[CH2:44][C:45]3[CH:50]=[CH:49][CH:48]=[CH:47][CH:46]=3)=[CH:35][CH:34]=2)=[CH:31][N:30]=[CH:29]1>CN(C=O)C.C(OCC)(=O)C.O>[S:28]1[C:32]([C:33]2[CH:34]=[CH:35][C:36]([CH2:39][N:40]([NH:64][C:11](=[O:13])[C@H:6]([C:7]([CH3:8])([CH3:9])[CH3:10])[NH:5][C:3]([O:2][CH3:1])=[O:4])[CH2:41][C@H:42]([OH:63])[C@@H:43]([NH:51][C:52](=[O:62])[C@H:53]([CH:59]([CH3:61])[CH3:60])[NH:54][C:55]([O:57][CH3:58])=[O:56])[CH2:44][C:45]3[CH:50]=[CH:49][CH:48]=[CH:47][CH:46]=3)=[CH:37][CH:38]=2)=[CH:31][N:30]=[CH:29]1. Procedure details: Under argon, 213 mg (1.13 mmol) of N-methoxycarbonyl-(L)-tert-leucine (Example 2e), 431 mg (2.25 mmol) of EDC and 304 mg (2.25 mmol) of HOBT are placed in 18 ml of DMF. After 15 min, 627 μl (4.5 mmol) of TEA and 0.75 mmol of 1-[4-(thiazol-5-yl)-phenyl]-4(S)-hydroxy-2-amino-5(S)-N-(N-methoxycarbonyl-(L)-valyl)amino-6-phenyl-2-azahexane are added. After 2 hours, water and ethyl acetate are added; the aqueous phase is separated off and extracted a further 2× with ethyl acetate. The organic phases a... The product is C(C)(C)(C)OC(C(C)(C)NC1=C(C=CC=C1)N)=O (2-(2-amino-phenylamino)-2-methyl-propionic acid tert-butyl ester). The reagents and catalysts are [Pd] (Pd/C). Reaction SMILES: [C:1]([O:5][C:6](=[O:20])[C:7]([CH3:19])([NH:9][C:10]1[CH:15]=[CH:14][CH:13]=[CH:12][C:11]=1[N+:16]([O-])=O)[CH3:8])([CH3:4])([CH3:3])[CH3:2]>CCO.[Pd]>[C:1]([O:5][C:6](=[O:20])[C:7]([NH:9][C:10]1[CH:15]=[CH:14][CH:13]=[CH:12][C:11]=1[NH2:16])([CH3:19])[CH3:8])([CH3:2])([CH3:3])[CH3:4]. The solvent is CCO (EtOH). Procedure details: A mixture of 2-methyl-2-(2-nitro-phenylamino)-propionic acid tert-butyl ester (638 mg, 2.3 mmol), 10% Pd/C (110 mg) in EtOH (25 mL) under H2 atmosphere at room temperature was stirred for 30 min. The reaction mixture was filtered and the organic layer was concentrated to give the desired 2-(2-amino-phenylamino)-2-methyl-propionic acid tert-butyl ester (570 mg, 100%). Yield: 99.0%. Run at time 30 minute. Reactants: C(C)(C)(C)OC(C(C)(NC1=C(C=CC=C1)[N+](=O)[O-])C)=O (2-methyl-2-(2-nitro-phenylamino)-propionic acid tert-butyl ester). Starting materials: CC(C)(O)CS(=O)(=O)c1cccnc1CNC(=O)OC(C)(C)C, CO, Cl, C1COCCO1. Product: CC(C)(O)CS(=O)(=O)c1cccnc1CN. As a reaction SMILES: [C:1]([O:2][C:3](=[O:4])[NH:8][CH2:9][c:10]1[n:11][cH:12][cH:13][cH:14][c:15]1[S:16](=[O:17])(=[O:18])[CH2:19][C:20]([CH3:21])([CH3:22])[OH:23])([CH3:5])([CH3:6])[CH3:7].[CH3:31][OH:32].[ClH:24].[O:25]1[CH2:26][CH2:27][O:28][CH2:29][CH2:30]1>>[NH2:8][CH2:9][c:10]1[n:11][cH:12][cH:13][cH:14][c:15]1[S:16](=[O:17])(=[O:18])[CH2:19][C:20]([CH3:21])([CH3:22])[OH:23]. The reactants are CC(C)(C)[Si](C)(C)OCCCN(C1(C(=O)OCc2ccccc2)CCCC1)S(=O)(=O)c1ccc(-c2ccc(F)cc2)cc1, ClCCl. The product is O=C(OCc1ccccc1)C1(N(CCCO)S(=O)(=O)c2ccc(-c3ccc(F)cc3)cc2)CCCC1. RXN SMILES: [CH2:1]([c:2]1[cH:3][cH:4][cH:5][cH:6][cH:7]1)[O:8][C:9](=[O:10])[C:11]1([N:16]([S:17](=[O:18])(=[O:19])[c:20]2[cH:21][cH:22][c:23](-[c:26]3[cH:27][cH:28][c:29]([F:32])[cH:30][cH:31]3)[cH:24][cH:25]2)[CH2:33][CH2:34][CH2:35][O:36][Si:37]([C:38]([CH3:39])([CH3:40])[CH3:41])([CH3:42])[CH3:43])[CH2:12][CH2:13][CH2:14][CH2:15]1.[CH2:44]([Cl:45])[Cl:46]>>[CH2:1]([c:2]1[cH:3][cH:4][cH:5][cH:6][cH:7]1)[O:8][C:9](=[O:10])[C:11]1([N:16]([S:17](=[O:18])(=[O:19])[c:20]2[cH:21][cH:22][c:23](-[c:26]3[cH:27][cH:28][c:29]([F:32])[cH:30][cH:31]3)[cH:24][cH:25]2)[CH2:33][CH2:34][CH2:35][OH:36])[CH2:12][CH2:13][CH2:14][CH2:15]1.